From a dataset of the Open Reaction Database (ORD), a public repository of structured organic reaction records. describe an organic reaction: reactants, conditions, products, and yield Reaction SMILES: [Cl:1][C:2]1[CH:3]=[C:4]2[C:9](=[CH:10][C:11]=1[Cl:12])[N:8]([CH2:13][C:14]([O:16]CC)=[O:15])[C:7](=[O:19])[CH:6]=[N:5]2.[OH:20]O.Cl>[OH-].[Na+]>[C:14]([CH2:13][N:8]1[C:9]2[C:4](=[CH:3][C:2]([Cl:1])=[C:11]([Cl:12])[CH:10]=2)[NH:5][C:6](=[O:20])[C:7]1=[O:19])([OH:16])=[O:15] |f:3.4|. Procedure details: The above ester (1.5 g, 5 mmol) was suspended in 70 ml of 2.5% NaOH and 30% H2O2 (1.95 ml) was added. The mixture was warmed at 70°-80° C. for 5 h, cooled and acidified (pH=1) with concentrated hydrochloric acid. The precipitate was filtered off and recrystallized from DMF-water to afford 1.17 g (81%) of the title compound. M.p. 317°-19° C. 1H-NMR (DMSO-d6):δ4.95 (s, 2H), 7.36 (s, 1H), 7.72 (s, 1H), 12.13 (s, 1H), 13.32 (br.s, 1H). Yield: 81.0%. Run in [OH-].[Na+] (NaOH). The product is C(=O)(O)CN1C(C(NC2=CC(=C(C=C12)Cl)Cl)=O)=O (1-Carboxymethyl-6,7-dichloroquinoxaline-2,3(1H,4H)-dione). Reactants: ClC=1C=C2N=CC(N(C2=CC1Cl)CC(=O)OCC)=O (6,7-dichloro-1-ethoxycarbonylmethylquinoxalin-2(1H)-one), OO (H2O2), Cl (hydrochloric acid). Reactants: NC1CN(CCC1)C1=NC2=CC=C(C=C2C(N1CC1=C(C#N)C=CC=C1)=O)F (2-[2-(3-amino-piperidin-1-yl)-6-fluoro-4-oxo-4H-quinazolin-3-ylmethyl]-benzonitrile), Cl (HCl), [OH-].[Na+] (NaOH), OO (H2O2). Run in C1CCOC1 (THF). Reaction conditions: time 8 hour. The product is N[C@H]1CN(CCC1)C1=NC2=CC=C(C=C2C(N1CC1=C(C(=O)N)C=CC=C1)=O)F (2-[2-(3-(R)-Amino-piperidin-1-yl)-6-fluoro-4-oxo-4H-quinazolin-3-ylmethyl]-benzamide). RXN SMILES: [NH2:1][CH:2]1[CH2:7][CH2:6][CH2:5][N:4]([C:8]2[N:17]([CH2:18][C:19]3[CH:26]=[CH:25][CH:24]=[CH:23][C:20]=3[C:21]#[N:22])[C:16](=[O:27])[C:15]3[C:10](=[CH:11][CH:12]=[C:13]([F:28])[CH:14]=3)[N:9]=2)[CH2:3]1.[OH-:29].[Na+].OO.Cl>C1COCC1>[NH2:1][C@@H:2]1[CH2:7][CH2:6][CH2:5][N:4]([C:8]2[N:17]([CH2:18][C:19]3[CH:26]=[CH:25][CH:24]=[CH:23][C:20]=3[C:21]([NH2:22])=[O:29])[C:16](=[O:27])[C:15]3[C:10](=[CH:11][CH:12]=[C:13]([F:28])[CH:14]=3)[N:9]=2)[CH2:3]1 |f:1.2|. Procedure details: To a solution of 2-[2-(3-amino-piperidin-1-yl)-6-fluoro-4-oxo-4H-quinazolin-3-ylmethyl]-benzonitrile (Example 6,50 mg) in 5 mL of THF was added 2 mL of 1N NaOH, followed by 2 mL H2O2. After stirring at room temperature overnight, the mixture was acidified with concentrated HCl. Removal of the solvent and purification by Preparative LC/MS provided the title compound. 1H NMR (400 MHz, MeOD): δ 7.68-7.74 (m, 1H), 7.59-7.66 (m, 1H), 7.48-7.58 (m, 2H), 7.29-7.40 (m, 2H), 7.02 (d, J=6.57 Hz, 1H), 5.58... RXN SMILES: [Cl:1][C:2]1[CH:19]=[C:18]([N+:20]([O-])=O)[CH:17]=[CH:16][C:3]=1[C:4]([N:6]1[CH2:12][CH2:11][CH2:10][CH2:9][C:8]2[S:13][CH:14]=[CH:15][C:7]1=2)=[O:5].C([O-])(O)=O.[Na+]>C(O)C>[Cl:1][C:2]1[CH:19]=[C:18]([NH2:20])[CH:17]=[CH:16][C:3]=1[C:4]([N:6]1[CH2:12][CH2:11][CH2:10][CH2:9][C:8]2[S:13][CH:14]=[CH:15][C:7]1=2)=[O:5] |f:1.2|. Solvent: C(C)O (ethanol). Isolated yield 92.9%. Procedure details: A mixture of 5.0 g of 4-(2-chloro-4-nitrobenzoyl)-5,6,7,8-tetrahydro-4H-thieno [3,2 -b]azepine, 16.8 g of stannous chloride dihydrate in 184 ml of ethanol is heated at 80° C. under argon for 1 hour. The solution is cooled in an ice bath and made basic by the slow careful addition of 1M NaHCO3 (ca. 380 ml). The mixture is stirred for 1 hour at room temperature and extracted with 400 ml of ethyl acetate. The aqueous layer is extracted with an additional 250 ml of ethyl acetate. The extracts are co... The reactants are ClC1=C(C(=O)N2C3=C(CCCC2)SC=C3)C=CC(=C1)[N+](=O)[O-] (4-(2-chloro-4-nitrobenzoyl)-5,6,7,8-tetrahydro-4H-thieno [3,2 -b]azepine), stannous chloride dihydrate, C(=O)(O)[O-].[Na+] (NaHCO3). The product is ClC1=C(C(=O)N2C3=C(CCCC2)SC=C3)C=CC(=C1)N (4-(2-Chloro-4-aminobenzoyl)-5,6,7,8-tetrahydro-4H-thieno[3,2-b]azepine). Reaction conditions: temperature 80 celsius, time 1 hour. Reactants: ClC1=C(C(=CC=C1)Cl)N1C(NCC2=C(C=C(C=C12)C1CCC(N(CC1)CC)=O)C1=C(C=CC=C1)Cl)=O (1-(2,6-dichlorophenyl)-5-(2-chlorophenyl)-7-(1-ethyl-2-oxoazepan-5-yl)-3,4-dihydro-2(1H)-quinazolinone), B.C1CCOC1 (BH3.THF), B(F)(F)F.CCOCC (BF3.Et2O), [SiH](CC)(CC)CC (Et3SiH). Solvent: C1CCOC1 (THF). Run at time 8 hour. Yields the product ClC1=C(C(=CC=C1)Cl)N1C(NCC2=C(C=C(C=C12)C1CCCN(CC1)CC)C1=C(C=CC=C1)Cl)=O (1-(2,6-Dichlorophenyl)-5-(2-chlorophenyl)-7-(1-ethylazepan-5-yl)-3,4-dihydro-2(1H)-quinazolinone). As a reaction SMILES: [Cl:1][C:2]1[CH:7]=[CH:6][CH:5]=[C:4]([Cl:8])[C:3]=1[N:9]1[C:18]2[C:13](=[C:14]([C:29]3[CH:34]=[CH:33][CH:32]=[CH:31][C:30]=3[Cl:35])[CH:15]=[C:16]([CH:19]3[CH2:25][CH2:24][N:23]([CH2:26][CH3:27])[C:22](=O)[CH2:21][CH2:20]3)[CH:17]=2)[CH2:12][NH:11][C:10]1=[O:36].B.C1COCC1.[SiH](CC)(CC)CC.B(F)(F)F.CCOCC>C1COCC1>[Cl:8][C:4]1[CH:5]=[CH:6][CH:7]=[C:2]([Cl:1])[C:3]=1[N:9]1[C:18]2[C:13](=[C:14]([C:29]3[CH:34]=[CH:33][CH:32]=[CH:31][C:30]=3[Cl:35])[CH:15]=[C:16]([CH:19]3[CH2:25][CH2:24][N:23]([CH2:26][CH3:27])[CH2:22][CH2:21][CH2:20]3)[CH:17]=2)[CH2:12][NH:11][C:10]1=[O:36] |f:1.2,4.5|. Reported procedure: To a solution of 1-(2,6-dichlorophenyl)-5-(2-chlorophenyl)-7-(1-ethyl-2-oxoazepan-5-yl)-3,4-dihydro-2(1H)-quinazolinone (EXAMPLE 78) (9.7 mg, 0.018 mmol) in THF (0.2 mL) under N2 atmosphere was added BH3.THF (88 μL, 1.0M solution in THF). The reaction was stirred at RT overnight. The solvent was removed in vacuo, and the residue was dissolved in CH2Cl2. The resulting solution was washed with brine and dried over Na2SO4. After removal of the solvent in vacuo, the residue was re-dissolved in CH2Cl... Reactants: S(=O)(=O)(OC)OC (dimethyl sulfate), OC1=CC(=CC=2CC[C@H]3[C@@H]4CCC([C@@]4(C)CC[C@@H]3C12)=O)OC (1-hydroxy-3-methoxyestra-1,3,5(10)-trien-17-one), S(=O)(=O)(OC)OC (dimethyl sulfate), C([O-])([O-])=O.[K+].[K+] (potassium carbonate). Run in CC(=O)C (acetone). Reaction conditions: time 6 hour. Product: COC1=CC(=CC=2CC[C@H]3[C@@H]4CCC([C@@]4(C)CC[C@@H]3C12)=O)OC (1,3-dimethoxyestra-1,3,5(10)-trien-17-one). As a reaction SMILES: [OH:1][C:2]1[C:19]2[C@@H:18]3[C@H:9]([C@H:10]4[C@@:14]([CH2:16][CH2:17]3)([CH3:15])[C:13](=[O:20])[CH2:12][CH2:11]4)[CH2:8][CH2:7][C:6]=2[CH:5]=[C:4]([O:21][CH3:22])[CH:3]=1.S(OC)(O[CH3:27])(=O)=O.C(=O)([O-])[O-].[K+].[K+]>CC(C)=O>[CH3:27][O:1][C:2]1[C:19]2[C@@H:18]3[C@H:9]([C@H:10]4[C@@:14]([CH2:16][CH2:17]3)([CH3:15])[C:13](=[O:20])[CH2:12][CH2:11]4)[CH2:8][CH2:7][C:6]=2[CH:5]=[C:4]([O:21][CH3:22])[CH:3]=1 |f:2.3.4|. Reported procedure: A suspension of 1-hydroxy-3-methoxyestra-1,3,5(10)-trien-17-one (2.5 g, 8.3 mM), dimethyl sulfate (1.3 g, 10.3 mM) and potassium carbonate (1.2 g) in 250 ml of anhydrous acetone is refluxed with vigorous stirring for 6 hrs. An additional 0.5 g of dimethyl sulfate is added and the suspension refluxed for 14 hrs. The reaction mixture is filtered while warm and the solids washed well with acetone. The combined acetone filtrates are evaporated in vacuo and the residue is recrystallized from methanol... The reactants are COC1=CC=C(CNC=2OC(=NN2)C=2C=C3C(=CN(C3=CC2)S(=O)(=O)C2=CC=C(C)C=C2)B2OC(C(O2)(C)C)(C)C)C=C1 (N-(4-Methoxybenzyl)-5-(3-(4,4,5,5-tetramethyl-1,3,2-dioxaborolan-2-yl)-1-tosyl-1H-indol-5-yl)-1,3,4-oxadiazol-2-amine), BrC1=NC=C(C=C1)S(=O)(=O)C (2-bromo-5-(methylsulfonyl)pyridine), CC(C)C1=CC(=C(C(=C1)C(C)C)C2=C(C=CC=C2)P(C3CCCCC3)C4CCCCC4)C(C)C (Xphos), P(=O)([O-])([O-])[O-].[K+].[K+].[K+] (potassium phosphate). Reagents/catalysts: C=1C=CC(=CC1)/C=C/C(=O)/C=C/C2=CC=CC=C2.C=1C=CC(=CC1)/C=C/C(=O)/C=C/C2=CC=CC=C2.C=1C=CC(=CC1)/C=C/C(=O)/C=C/C2=CC=CC=C2.[Pd].[Pd] (Pd2(dba)3). Conditions: temperature 130 celsius. Product: COC1=CC=C(CNC=2OC(=NN2)C=2C=C3C(=CN(C3=CC2)S(=O)(=O)C2=CC=C(C)C=C2)C2=NC=C(C=C2)S(=O)(=O)C)C=C1 (N-(4-methoxybenzyl)-5-(3-(5-(methylsulfonyl)pyridin-2-yl)-1-tosyl-1H-indol-5-yl)-1,3,4-oxadiazol-2-amine). The yield is 53.8%. As a reaction SMILES: [CH3:1][O:2][C:3]1[CH:43]=[CH:42][C:6]([CH2:7][NH:8][C:9]2[O:10][C:11]([C:14]3[CH:15]=[C:16]4[C:20](=[CH:21][CH:22]=3)[N:19]([S:23]([C:26]3[CH:32]=[CH:31][C:29]([CH3:30])=[CH:28][CH:27]=3)(=[O:25])=[O:24])[CH:18]=[C:17]4B3OC(C)(C)C(C)(C)O3)=[N:12][N:13]=2)=[CH:5][CH:4]=1.Br[C:45]1[CH:50]=[CH:49][C:48]([S:51]([CH3:54])(=[O:53])=[O:52])=[CH:47][N:46]=1.CC(C1C=C(C(C)C)C(C2C=CC=CC=2P(C2CCCCC2)C2CCCCC2)=C(C(C)C)C=1)C.P([O-])([O-])([O-])=O.[K+].[K+].[K+]>C1C=CC(/C=C/C(/C=C/C2C=CC=CC=2)=O)=CC=1.C1C=CC(/C=C/C(/C=C/C2C=CC=CC=2)=O)=CC=1.C1C=CC(/C=C/C(/C=C/C2C=CC=CC=2)=O)=CC=1.[Pd].[Pd]>[CH3:1][O:2][C:3]1[CH:43]=[CH:42][C:6]([CH2:7][NH:8][C:9]2[O:10][C:11]([C:14]3[CH:15]=[C:16]4[C:20](=[CH:21][CH:22]=3)[N:19]([S:23]([C:26]3[CH:32]=[CH:31][C:29]([CH3:30])=[CH:28][CH:27]=3)(=[O:25])=[O:24])[CH:18]=[C:17]4[C:45]3[CH:50]=[CH:49][C:48]([S:51]([CH3:54])(=[O:53])=[O:52])=[CH:47][N:46]=3)=[N:12][N:13]=2)=[CH:5][CH:4]=1 |f:3.4.5.6,7.8.9.10.11|. Procedure details: N-(4-Methoxybenzyl)-5-(3-(4,4,5,5-tetramethyl-1,3,2-dioxaborolan-2-yl)-1-tosyl-1H-indol-5-yl)-1,3,4-oxadiazol-2-amine (0.200 g, 0.333 mmol), 2-bromo-5-(methylsulfonyl)pyridine (0.118 g, 0.500 mmol) (Acme Bioscience Inc., Palo Alto, Calif.), Xphos (Strem Chemicals, Newburyport, Mass., 9.5 mg, 0.020 mmol), Pd2(dba)3 (Strem Chemicals, Newburyport, Mass., 9.2 mg, 9.99 μmol) and potassium phosphate (0.212 g, 0.999 mmol) were weighed into a 5 mL glass microwave tube. The tube was purged with argon and... Reactants: CCOC(C)=O, CC(=O)O, CC(=O)OC(C)=O, [Cl-], CCc1ccc(Cl)cc1, [O-][I+3]([O-])([O-])[O-], I, [Na+], [Na+], [Na+], [Na+], [Na+], [OH-], O, O=S(=O)(O)O, O=S([O-])[O-]. Yields the product CCc1ccc(Cl)cc1I. As a reaction SMILES: [CH3:40][CH2:41][O:42][C:43](=[O:44])[CH3:45].[CH3:46][C:47](=[O:48])[OH:49].[CH3:8][C:9]([O:10][C:11](=[O:12])[CH3:13])=[O:14].[Cl-:38].[Cl:20][c:21]1[cH:22][cH:23][c:24]([CH2:27][CH3:28])[cH:25][cH:26]1.[I+3:1]([O-:2])([O-:3])([O-:4])[O-:5].[I:7].[Na+:33].[Na+:34].[Na+:36].[Na+:37].[Na+:6].[OH-:35].[OH2:39].[S:15](=[O:16])(=[O:17])([OH:18])[OH:19].[S:29]([O-:30])([O-:31])=[O:32]>>[I:1][c:23]1[cH:22][c:21]([Cl:20])[cH:26][cH:25][c:24]1[CH2:27][CH3:28]. Reactants: FC(CNC(=O)C1(C2=CC=CC=C2OC=2C=CC=CC12)CCCCBr)(F)F (9-(4-bromo-butyl)-9H-xanthene-9-carboxylic acid-(2,2,2-trifluoro-ethyl)-amide), COC=1C=CC=C2C=CC(=NC12)N1CCNCC1 (8-methoxy-2-piperazin-1-yl-quinoline). Product: FC(CNC(=O)C1(C2=CC=CC=C2OC=2C=CC=CC12)CCCCN1CCN(CC1)C1=NC2=C(C=CC=C2C=C1)OC)(F)F (9-{4-[4-(8-methoxy-quinolin-2-yl)-piperazin-1-yl]-butyl}-9H-xanthene-9-carboxylic acid-(2,2.2-trifluoro-ethyl)-amide). RXN SMILES: [F:1][C:2]([F:27])([F:26])[CH2:3][NH:4][C:5]([C:7]1([CH2:21][CH2:22][CH2:23][CH2:24]Br)[C:20]2[CH:19]=[CH:18][CH:17]=[CH:16][C:15]=2[O:14][C:13]2[C:8]1=[CH:9][CH:10]=[CH:11][CH:12]=2)=[O:6].[CH3:28][O:29][C:30]1[CH:31]=[CH:32][CH:33]=[C:34]2[C:39]=1[N:38]=[C:37]([N:40]1[CH2:45][CH2:44][NH:43][CH2:42][CH2:41]1)[CH:36]=[CH:35]2>>[F:1][C:2]([F:27])([F:26])[CH2:3][NH:4][C:5]([C:7]1([CH2:21][CH2:22][CH2:23][CH2:24][N:43]2[CH2:44][CH2:45][N:40]([C:37]3[CH:36]=[CH:35][C:34]4[C:39](=[C:30]([O:29][CH3:28])[CH:31]=[CH:32][CH:33]=4)[N:38]=3)[CH2:41][CH2:42]2)[C:20]2[CH:19]=[CH:18][CH:17]=[CH:16][C:15]=2[O:14][C:13]2[C:8]1=[CH:9][CH:10]=[CH:11][CH:12]=2)=[O:6]. Procedure: Prepared analogously to Example 2 from 9-(4-bromo-butyl)-9H-xanthene-9-carboxylic acid-(2,2,2-trifluoro-ethyl)-amide and 8-methoxy-2-piperazin-1-yl-quinoline. Reactants: Cl.C1(=CC=CC=C1)C(=CCN1CCC(CC1)N1C(C2=CC=CC=C2C1)=O)C1=CC=CC=C1 (2-[1-(3,3-Diphenyl-2-propenyl)-4-piperidinyl]-2,3-dihydro-1H-isoindol-1-one, monohydrochloride), compound, compound, C(C)O (ethanol), C(C)O (ethanol). Run at time 4 hour. Product: O=C(CCN1CCC(CC1)N1C(C2=CC=CC=C2C1)=O)C1=CC=CC=C1 (2,3-Dihydro-2-[1-(3-oxo-3-phenylpropyl)-4-piperidinyl]-1H-isoindol-1-one). Isolated yield 37.0%. RXN SMILES: Cl.[C:2]1([C:8](C2C=CC=CC=2)=[CH:9][CH2:10][N:11]2[CH2:16][CH2:15][CH:14]([N:17]3[CH2:25][C:24]4[C:19](=[CH:20][CH:21]=[CH:22][CH:23]=4)[C:18]3=[O:26])[CH2:13][CH2:12]2)[CH:7]=[CH:6][CH:5]=[CH:4][CH:3]=1.C([OH:35])C>>[O:35]=[C:8]([C:2]1[CH:7]=[CH:6][CH:5]=[CH:4][CH:3]=1)[CH2:9][CH2:10][N:11]1[CH2:16][CH2:15][CH:14]([N:17]2[CH2:25][C:24]3[C:19](=[CH:20][CH:21]=[CH:22][CH:23]=3)[C:18]2=[O:26])[CH2:13][CH2:12]1 |f:0.1|. Procedure details: To a solution of Example 2 Part A compound (1.93 g, 8.92 mmol) in dry ethanol (15 mL) at RT was added a solution of Part B compound (1.1 g, 7.43 mmol) in dry ethanol (2 mL). The reaction was stirred at RT for 4 h. The reaction was evaporated to dryness. Ethyl ether (150 mL) was added, and the solution was washed water (2×30 mL), brine (2×30 mL) and dried over MgSO4. Purification was performed by flash chromatography on silica gel (150 g), loaded and eluted with 4% methanol in dichloromethane. Pu...